This data is from the Open Reaction Database (ORD), a public repository of structured organic reaction records. The task is: describe an organic reaction: reactants, conditions, products, and yield Reactants: C(C)OP(=O)(OCC)CC(=O)OCC (ethyl 2-(diethoxyphosphoryl)acetate), [H-].[Na+] (sodium hydride), COC1=C(C=2C=C3N(C2C=C1)CCC3=O)C (7-methoxy-8-methyl-2,3-dihydro-1H-pyrrolo[1,2-a]indol-1-one), [NH4+].[Cl-] (NH4Cl). Solvent: CN(C)C=O (DMF), CN(C)C=O (DMF). Reaction conditions: time 10 minute. The product is COC1=C(C=2C=C3N(C2C=C1)CCC3=CC(=O)OCC)C (Ethyl 2-(7-Methoxy-8-methyl-2,3-dihydro-1H-pyrrolo[1,2-a]indol-1-ylidene)acetate). Yield: 54.5%. RXN SMILES: C(OP([CH2:9][C:10]([O:12][CH2:13][CH3:14])=[O:11])(OCC)=O)C.[H-].[Na+].[CH3:17][O:18][C:19]1[CH:27]=[CH:26][C:25]2[N:24]3[CH2:28][CH2:29][C:30](=O)[C:23]3=[CH:22][C:21]=2[C:20]=1[CH3:32].[NH4+].[Cl-]>CN(C=O)C>[CH3:17][O:18][C:19]1[CH:27]=[CH:26][C:25]2[N:24]3[CH2:28][CH2:29][C:30](=[CH:9][C:10]([O:12][CH2:13][CH3:14])=[O:11])[C:23]3=[CH:22][C:21]=2[C:20]=1[CH3:32] |f:1.2,4.5|. Procedure: To a solution of ethyl 2-(diethoxyphosphoryl)acetate (1.38 mL, 6.97 mmol) in DMF (2 mL) was added sodium hydride (60% dispersion in mineral oil) (279 mg, 6.97 mmol) at 0° C. The reaction mixture was stirred for 10 min, then 7-methoxy-8-methyl-2,3-dihydro-1H-pyrrolo[1,2-a]indol-1-one (500 mg, 2.323 mmol) in DMF (6 mL) was added. The reaction mixture was warmed to room temperature and stirred for 1 h, then heated at 60° C. for 1 h, cooled down, poured into saturated NH4Cl aqueous solution, extract... Starting materials: COC(C1=CC(=C(C(=C1)O)N=NC1=CC=CC=C1)O)=O (3,5-dihydroxy-4-phenylazo-benzoic acid methyl ester), C(C)(=O)OC(C)=O (acetic anhydride). Solvent: C(C)(=O)O (acetic acid). Yields the product COC(C1=CC(=C(C(=C1)O)N=NC1=CC=CC=C1)OC(C)=O)=O (3-acetoxy-5-hydroxy-4-phenylazo-benzoic acid methyl ester). Reaction SMILES: [CH3:1][O:2][C:3](=[O:20])[C:4]1[CH:9]=[C:8]([OH:10])[C:7]([N:11]=[N:12][C:13]2[CH:18]=[CH:17][CH:16]=[CH:15][CH:14]=2)=[C:6]([OH:19])[CH:5]=1.[C:21](OC(=O)C)(=[O:23])[CH3:22]>C(O)(=O)C>[CH3:1][O:2][C:3](=[O:20])[C:4]1[CH:9]=[C:8]([OH:10])[C:7]([N:11]=[N:12][C:13]2[CH:18]=[CH:17][CH:16]=[CH:15][CH:14]=2)=[C:6]([O:19][C:21](=[O:23])[CH3:22])[CH:5]=1. Procedure details: A mixture of 27 g. of 3,5-dihydroxy-4-phenylazo-benzoic acid methyl ester, 250 ml. of glacial acetic acid and 21 g. of acetic anhydride was stirred at 100° C. for 3 hours, complete solution occurring. The resulting solution was evaporated to dryness under reduced pressure. The residue was taken up in methanol and again evaporated to dryness. The residue was recrystallized from dimethylformamide/methanol and there was obtained 3-acetoxy-5-hydroxy-4-phenylazo-benzoic acid methyl ester having a mel... Reactants: CC(C)(C)OC(=O)NC1CCNC1, CC#N, COc1ncnc2sc(NC(=O)Oc3ccccc3)nc12. Yields the product COc1ncnc2sc(NC(=O)N3CCC(NC(=O)OC(C)(C)C)C3)nc12. As a reaction SMILES: [C:22]([CH3:23])([CH3:24])([CH3:25])[O:26][C:27]([NH:28][CH:29]1[CH2:30][NH:31][CH2:32][CH2:33]1)=[O:34].[CH3:35][C:36]#[N:37].[c:1]1([O:2][C:8]([NH:9][c:10]2[s:11][c:12]3[n:13][cH:14][n:15][c:16]([O:19][CH3:20])[c:17]3[n:18]2)=[O:21])[cH:3][cH:4][cH:5][cH:6][cH:7]1>>[C:8]([NH:9][c:10]1[s:11][c:12]2[n:13][cH:14][n:15][c:16]([O:19][CH3:20])[c:17]2[n:18]1)(=[O:21])[N:31]1[CH2:30][CH:29]([NH:28][C:27]([O:26][C:22]([CH3:23])([CH3:24])[CH3:25])=[O:34])[CH2:33][CH2:32]1. Reactants: OC1CCN(CC1)C(=O)C1CCC(CC1)NC1=NC=CC(=N1)N1N=NC2=C1C=CC=C2I ((4-hydroxy-piperidin-1-yl)-{4-[4-(4-iodobenzotriazol-1-yl)-pyrimidin-2-yl-amino]-cyclohexyl}-methanone), CC1=NNC=C1B1OC(C)(C)C(C)(C)O1 (3-methyl-pyrazole-4-boronic acid pinacol ester), C(=O)([O-])[O-].[Na+].[Na+] (Na2CO3), C1(=CC=CC=C1)C (toluene). Run in CCO (EtOH). Reaction conditions: temperature 110 celsius, time 8 hour. The product is OC1CCN(CC1)C(=O)C1CCC(CC1)NC1=NC=CC(=N1)N1N=NC2=C1C=CC=C2C=2C(=NNC2)C ((4-hydroxy-piperidin-1-yl)-(4-{4-[4-(3-methyl-1H-pyrazol-4-yl)-benzotriazol-1-yl]-pyrimidin-2-ylamino}-cyclohexyl)-methanone). Isolated yield 11.2%. RXN SMILES: [OH:1][CH:2]1[CH2:7][CH2:6][N:5]([C:8]([CH:10]2[CH2:15][CH2:14][CH:13]([NH:16][C:17]3[N:22]=[C:21]([N:23]4[C:27]5[CH:28]=[CH:29][CH:30]=[C:31](I)[C:26]=5[N:25]=[N:24]4)[CH:20]=[CH:19][N:18]=3)[CH2:12][CH2:11]2)=[O:9])[CH2:4][CH2:3]1.[CH3:33][C:34]1[C:38](B2OC(C)(C)C(C)(C)O2)=[CH:37][NH:36][N:35]=1.C([O-])([O-])=O.[Na+].[Na+].C1(C)C=CC=CC=1>CCO>[OH:1][CH:2]1[CH2:7][CH2:6][N:5]([C:8]([CH:10]2[CH2:15][CH2:14][CH:13]([NH:16][C:17]3[N:22]=[C:21]([N:23]4[C:27]5[CH:28]=[CH:29][CH:30]=[C:31]([C:38]6[C:34]([CH3:33])=[N:35][NH:36][CH:37]=6)[C:26]=5[N:25]=[N:24]4)[CH:20]=[CH:19][N:18]=3)[CH2:12][CH2:11]2)=[O:9])[CH2:4][CH2:3]1 |f:2.3.4|. Reported procedure: A mixture of (4-hydroxy-piperidin-1-yl)-{4-[4-(4-iodobenzotriazol-1-yl)-pyrimidin-2-yl-amino]-cyclohexyl}-methanone (274 mg) and 3-methyl-pyrazole-4-boronic acid pinacol ester (109 mg), Na2CO3 (2 M aq, 0.7 mL, degassed), toluene (9 mL, degassed) and EtOH (0.7 mL) was bubbled with argon in a screw cap pressure flask for 10 min. To this was added Pd(PPh3)4 (18 mg), the flask sealed, and the mixture stirred overnight at 110° C. The reaction mixture was allowed to cool to RT, then additional portion... Reactants: COC(=O)C=1C=C(C=CC1)NC1=NC=CC(=N1)C1=CC(=NC=C1)NCCCO (N-[3-methoxycarbonyl-phenyl]-4-[2-(3-hydroxy-propyl-amino)-4-pyridyl]-2-pyrimidineamine), NCCCN (1,3-diamino-propane). Run in C(C)(=O)OCC (ethyl acetate). The product is NCCCNC(=O)C=1C=C(C=CC1)NC1=NC=CC(=N1)C1=CC(=NC=C1)NCCCO (N-[3-{N-(3-amino-propyl)-aminocarbonyl}-phenyl]-4-[2-(3-hydroxy-propyl-amino)-4-pyridyl]-2-pyrimidineamine). As a reaction SMILES: C[O:2][C:3]([C:5]1[CH:6]=[C:7]([NH:11][C:12]2[N:17]=[C:16]([C:18]3[CH:23]=[CH:22][N:21]=[C:20]([NH:24][CH2:25][CH2:26][CH2:27][OH:28])[CH:19]=3)[CH:15]=[CH:14][N:13]=2)[CH:8]=[CH:9][CH:10]=1)=O.[NH2:29][CH2:30][CH2:31][CH2:32][NH2:33]>C(OCC)(=O)C>[NH2:29][CH2:30][CH2:31][CH2:32][NH:33][C:3]([C:5]1[CH:6]=[C:7]([NH:11][C:12]2[N:17]=[C:16]([C:18]3[CH:23]=[CH:22][N:21]=[C:20]([NH:24][CH2:25][CH2:26][CH2:27][OH:28])[CH:19]=3)[CH:15]=[CH:14][N:13]=2)[CH:8]=[CH:9][CH:10]=1)=[O:2]. Reported procedure: 100 mg (0.26 mmol) of N-[3-methoxycarbonyl-phenyl]-4-[2-(3-hydroxy-propyl-amino)-4-pyridyl]-2-pyrimidineamine and 0.5 ml of 1,3-diamino-propane are stirred for 24 h at 90° and then diluted with 20 ml of ethyl acetate and extracted with 2×10 ml of sodium chloride solution. The organic phase is dried, concentrated and crystallised from methylene chloride/diethyl ether to give N-[3-{N-(3-amino-propyl)-aminocarbonyl}-phenyl]-4-[2-(3-hydroxy-propyl-amino)-4-pyridyl]-2-pyrimidineamine; Starting materials: ClC1=CC=2C(=NN(N2)C2=C(C(=CC(=C2)C)CCCCCCCCCCCC)O)C=C1 (5-chloro-2-(2-hydroxy-3-dodecyl-5-methylphenyl)-2H-benzotriazole), N1N=NC2=C1C=CC=C2 (benzotriazole), ClC1=CC=2C(=NN(N2)C2=C(C=CC(=C2)C)O)C=C1 (5-chloro-2-(2-hydroxy-5-methylphenyl)-2H-benzotriazole). The product is OC1=C(C=C(C=C1CCCCCCCCCCCC)C)N1N=C2C(=N1)C=CC=C2 (2-(2-Hydroxy-3-dodecyl-5-methylphenyl)-2H-benzotriazole). Reaction SMILES: Cl[C:2]1[CH:30]=[CH:29][C:5]2=[N:6][N:7]([C:9]3[CH:14]=[C:13]([CH3:15])[CH:12]=[C:11]([CH2:16][CH2:17][CH2:18][CH2:19][CH2:20][CH2:21][CH2:22][CH2:23][CH2:24][CH2:25][CH2:26][CH3:27])[C:10]=3[OH:28])[N:8]=[C:4]2[CH:3]=1.N1C2C=CC=CC=2N=N1.ClC1C=CC2=NN(C3C=C(C)C=CC=3O)N=C2C=1>>[OH:28][C:10]1[C:11]([CH2:16][CH2:17][CH2:18][CH2:19][CH2:20][CH2:21][CH2:22][CH2:23][CH2:24][CH2:25][CH2:26][CH3:27])=[CH:12][C:13]([CH3:15])=[CH:14][C:9]=1[N:7]1[N:8]=[C:4]2[CH:3]=[CH:2][CH:30]=[CH:29][C:5]2=[N:6]1. Procedure details: In like manner, 5-chloro-2-(2-hydroxy-3-dodecyl-5-methylphenyl)-2H-benzotriazole is prepared by substituting for the benzotriazole used above an equivalent amount of 5-chloro-2-(2-hydroxy-5-methylphenyl)-2H-benzotriazole. Reaction conditions: time 8 hour. Reported procedure: To a stirred solution of 2,2-dimethyl-4-(1-naphthyl)-7-chromanol (7.48 g) in dry toluene (50 ml) was added sodium hydride (1.5 g, ~1.5 eq., 60% dispersion in oil) and the mixture was brought to reflux. To the resulting solution was added dropwise over 10 minutes a solution of 2-dimethylaminoethyl chloride (2.70 g, ~1.1 eq.) in dry toluene (10 ml) and the mixture was stirred under reflux for 2 hours, cooled, diluted with water and left to stand overnight. Next day the toluene layer was separated ... Reactants: CC1(OC2=CC(=CC=C2C(C1)C1=CC=CC2=CC=CC=C12)O)C (2,2-dimethyl-4-(1-naphthyl)-7-chromanol), [H-].[Na+] (sodium hydride), CN(CCCl)C (2-dimethylaminoethyl chloride). Solvent: C1(=CC=CC=C1)C (toluene), C1(=CC=CC=C1)C (toluene), O (water). The product is CC1(OC2=CC(=CC=C2C(C1)C1=CC=CC2=CC=CC=C12)OCCN(C)C)C (2,2-Dimethyl-7-(2-dimethylaminoethoxy)-4-(1-naphthyl)chroman). The yield is 67.2%. As a reaction SMILES: [CH3:1][C:2]1([CH3:23])[CH2:11][CH:10]([C:12]2[C:21]3[C:16](=[CH:17][CH:18]=[CH:19][CH:20]=3)[CH:15]=[CH:14][CH:13]=2)[C:9]2[C:4](=[CH:5][C:6]([OH:22])=[CH:7][CH:8]=2)[O:3]1.[H-].[Na+].[CH3:26][N:27]([CH3:31])[CH2:28][CH2:29]Cl>C1(C)C=CC=CC=1.O>[CH3:1][C:2]1([CH3:23])[CH2:11][CH:10]([C:12]2[C:21]3[C:16](=[CH:17][CH:18]=[CH:19][CH:20]=3)[CH:15]=[CH:14][CH:13]=2)[C:9]2[C:4](=[CH:5][C:6]([O:22][CH2:29][CH2:28][N:27]([CH3:31])[CH3:26])=[CH:7][CH:8]=2)[O:3]1 |f:1.2|. As a reaction SMILES: [CH3:1][N:2]([C:3](=[O:4])[c:5]1[c:6](=[O:18])[n:7]([CH3:17])[c:8]2[cH:9][cH:10][cH:11][c:12]([CH3:16])[c:13]2[c:14]1[Cl:15])[c:19]1[cH:20][cH:21][cH:22][cH:23][cH:24]1.[CH3:25][NH:26][CH3:27].[CH3:28][CH2:29][OH:30]>>[CH3:1][N:2]([C:3](=[O:4])[c:5]1[c:6](=[O:18])[n:7]([CH3:17])[c:8]2[cH:9][cH:10][cH:11][c:12]([CH3:16])[c:13]2[c:14]1[N:26]([CH3:25])[CH3:27])[c:19]1[cH:20][cH:21][cH:22][cH:23][cH:24]1. The reactants are Cc1cccc2c1c(Cl)c(C(=O)N(C)c1ccccc1)c(=O)n2C, CNC, CCO. Yields the product Cc1cccc2c1c(N(C)C)c(C(=O)N(C)c1ccccc1)c(=O)n2C. The reactants are CC#N, O=C(O)c1cc(F)ccc1O, O=[N+]([O-])O. Product: O=C(O)c1cc(F)cc([N+](=O)[O-])c1O. RXN SMILES: [CH3:16][C:17]#[N:18].[F:1][c:2]1[cH:3][cH:4][c:5]([OH:11])[c:6]([C:7](=[O:8])[OH:9])[cH:10]1.[OH:12][N+:13]([O-:14])=[O:15]>>[F:1][c:2]1[cH:3][c:4]([N+:13](=[O:12])[O-:14])[c:5]([OH:11])[c:6]([C:7](=[O:8])[OH:9])[cH:10]1.